This data is from the Open Reaction Database (ORD), a public repository of structured organic reaction records. The task is: describe an organic reaction: reactants, conditions, products, and yield Reactants: CC(C)(C)C1CCC(Oc2ccc3ncccc3c2)CC1, CC(C)=O, O=C(OO)c1cccc(Cl)c1, [Na+], [Na+], O=S([O-])([O-])=S. Product: CC(C)(C)C1CCC(Oc2ccc3c(ccc[n+]3[O-])c2)CC1. As a reaction SMILES: [C:1]([CH3:2])([CH3:3])([CH3:4])[CH:5]1[CH2:6][CH2:7][CH:8]([O:11][c:12]2[cH:13][c:14]3[cH:15][cH:16][cH:17][n:18][c:19]3[cH:20][cH:21]2)[CH2:9][CH2:10]1.[CH3:40][C:41](=[O:42])[CH3:43].[Cl:22][c:23]1[cH:24][cH:25][cH:26][c:27]([C:28]([O:29][OH:31])=[O:30])[cH:32]1.[Na+:38].[Na+:39].[S:33]([O-:34])([O-:35])(=[O:36])=[S:37]>>[C:1]([CH3:2])([CH3:3])([CH3:4])[CH:5]1[CH2:6][CH2:7][CH:8]([O:11][c:12]2[cH:13][c:14]3[cH:15][cH:16][cH:17][n+:18]([O-:30])[c:19]3[cH:20][cH:21]2)[CH2:9][CH2:10]1.